Dataset: the Open Reaction Database (ORD), a public repository of structured organic reaction records. Task: describe an organic reaction: reactants, conditions, products, and yield Procedure details: A mixture of 39.8 parts of N-(2-aminophenyl)-N'-ethyl-N'-[I-(2-phenylethyl)-4-piperidinyl]thiourea, 15 parts of mercury oxide, 0.1 parts of sulfur and 400 parts of methanol is stirred and refluxed overnight. The reaction mixture is filtered hot over Hyflo and the filtrate is evaporated. The residue is crystallized from 4-methyl-2-pentanone. The product is filtered off and dried, yielding 14.5 parts (43%) of N-ethyl-N-[I-(2-phenylethyl)-4-piperidinyl]-1H-benzimidazol-2-amine; mp. 204.9° C. Starting materials: 39.8, NC1=C(C=CC=C1)NC(=S)N(C1CCN(CC1)CCC1=CC=CC=C1)CC (N-(2-aminophenyl)-N'-ethyl-N'-[I-(2-phenylethyl)-4-piperidinyl]thiourea), [S] (sulfur). The product is 14.5, C(C)N(C1=NC2=C(N1)C=CC=C2)C2CCN(CC2)CCC2=CC=CC=C2 (N-ethyl-N-[I-(2-phenylethyl)-4-piperidinyl]-1H-benzimidazol-2-amine). Solvent: CO (methanol). The yield is 43.0%. Reaction SMILES: [NH2:1][C:2]1[CH:7]=[CH:6][CH:5]=[CH:4][C:3]=1[NH:8][C:9]([N:11]([CH2:26][CH3:27])[CH:12]1[CH2:17][CH2:16][N:15]([CH2:18][CH2:19][C:20]2[CH:25]=[CH:24][CH:23]=[CH:22][CH:21]=2)[CH2:14][CH2:13]1)=S.[S]>[Hg]=O.CO>[CH2:26]([N:11]([CH:12]1[CH2:17][CH2:16][N:15]([CH2:18][CH2:19][C:20]2[CH:25]=[CH:24][CH:23]=[CH:22][CH:21]=2)[CH2:14][CH2:13]1)[C:9]1[NH:8][C:3]2[CH:4]=[CH:5][CH:6]=[CH:7][C:2]=2[N:1]=1)[CH3:27] |^3:27|. The reagents and catalysts are [Hg]=O (mercury oxide). The reactants are CO, CCOC(C)=O, CC1C=Cc2cccc(P(=O)(c3ccccc3)c3ccccc3)c2N1. Yields the product CC1CCc2cccc(P(=O)(c3ccccc3)c3ccccc3)c2N1. RXN SMILES: [CH3:26][OH:27].[CH3:28][CH2:29][O:30][C:31]([CH3:32])=[O:33].[c:1]1([P:7](=[O:8])([c:9]2[cH:10][cH:11][cH:12][c:13]3[c:18]2[NH:17][CH:16]([CH3:19])[CH:15]=[CH:14]3)[c:20]2[cH:21][cH:22][cH:23][cH:24][cH:25]2)[cH:2][cH:3][cH:4][cH:5][cH:6]1>>[c:1]1([P:7](=[O:8])([c:9]2[cH:10][cH:11][cH:12][c:13]3[c:18]2[NH:17][CH:16]([CH3:19])[CH2:15][CH2:14]3)[c:20]2[cH:21][cH:22][cH:23][cH:24][cH:25]2)[cH:2][cH:3][cH:4][cH:5][cH:6]1. Starting materials: CO, Cl, NCCCOCCOCCOCCCNc1ccc([N+](=O)[O-])cc1. Yields the product Cl, NCCCOCCOCCOCCCNc1ccc(N)cc1. Reaction SMILES: [CH3:26][OH:27].[ClH:25].[NH2:1][CH2:2][CH2:3][CH2:4][O:5][CH2:6][CH2:7][O:8][CH2:9][CH2:10][O:11][CH2:12][CH2:13][CH2:14][NH:15][c:16]1[cH:17][cH:18][c:19]([N+:22]([O-:23])=[O:24])[cH:20][cH:21]1>>[ClH:25].[NH2:1][CH2:2][CH2:3][CH2:4][O:5][CH2:6][CH2:7][O:8][CH2:9][CH2:10][O:11][CH2:12][CH2:13][CH2:14][NH:15][c:16]1[cH:17][cH:18][c:19]([NH2:22])[cH:20][cH:21]1. The reactants are Cl (hydrochloric acid), [OH-].[Na+] (sodium hydroxide), [H-].[Na+] (NaH), O(C1=CC=CC=C1)C(=O)N[C@@H](C(C)C)C(=O)O (N-phenoxycarbonyl-L-Valine), CNCC=1N=C(SC1)C(C)C (N-methyl-N-((2-isopropyl-4-thiazolyl)methyl)amine). The solvent is O (water), C1CCOC1 (THF), C1CCOC1 (THF), C1CCOC1 (THF). Conditions: time 3 hour. The product is CN(CC=1N=C(SC1)C(C)C)C(=O)N[C@@H](C(C)C)C(=O)O (N-((N-Methyl-N-((2-isopropyl-4-thiazolyl)methyl)amino)carbonyl)-L-Valine). Reaction SMILES: [H-].[Na+].O([C:10]([NH:12][C@H:13]([C:17]([OH:19])=[O:18])[CH:14]([CH3:16])[CH3:15])=[O:11])C1C=CC=CC=1.[CH3:20][NH:21][CH2:22][C:23]1[N:24]=[C:25]([CH:28]([CH3:30])[CH3:29])[S:26][CH:27]=1.Cl.[OH-].[Na+]>C1COCC1.O>[CH3:20][N:21]([C:10]([NH:12][C@H:13]([C:17]([OH:19])=[O:18])[CH:14]([CH3:15])[CH3:16])=[O:11])[CH2:22][C:23]1[N:24]=[C:25]([CH:28]([CH3:30])[CH3:29])[S:26][CH:27]=1 |f:0.1,5.6|. Procedure: To a stirred slurry of 95% NaH (355 mg, 14.1 mmol) at -5° C. in 15 mL of THF was added a solution of N-phenoxycarbonyl-L-Valine (2.99 g, 12.6 mmol) and N-methyl-N-((2-isopropyl-4-thiazolyl)methyl)amine (2.16 g, 12.7 mmol) in 15 mL of THF followed by a 5 mL THF rinse. The reaction mixture was stirred at or below 0° C. for three hours and then allowed to warm to ambient temperature. After two days at ambient temperature, the THF was removed under reduced pressure. The remaining aqueous residue was...